Dataset: the Open Reaction Database (ORD), a public repository of structured organic reaction records. Task: describe an organic reaction: reactants, conditions, products, and yield Reactants: ClC=1N=NC(=CC1)C1=CC(=CC=C1)C(F)(F)F (3-chloro-6-[3-(trifluoromethyl)phenyl]pyridazine), NCC(CCC)O (1-amino-2-pentanol), C([O-])([O-])=O.[K+].[K+] (potassium carbonate). The solvent is O (water), C(C)O (ethanol). Run at temperature 130 celsius. Yields the product C(CC)C1CN=C2N1N=C(C=C2)C2=CC(=CC=C2)C(F)(F)F (2,3-dihydro-3-propyl-6-[3-(trifluoromethyl)phenyl]imidazo[1,2-b]pyridazine). As a reaction SMILES: Cl[C:2]1[N:3]=[N:4][C:5]([C:8]2[CH:13]=[CH:12][CH:11]=[C:10]([C:14]([F:17])([F:16])[F:15])[CH:9]=2)=[CH:6][CH:7]=1.[NH2:18][CH2:19][CH:20](O)[CH2:21][CH2:22][CH3:23].C(=O)([O-])[O-].[K+].[K+]>O.C(O)C>[CH2:21]([CH:20]1[N:3]2[N:4]=[C:5]([C:8]3[CH:13]=[CH:12][CH:11]=[C:10]([C:14]([F:17])([F:16])[F:15])[CH:9]=3)[CH:6]=[CH:7][C:2]2=[N:18][CH2:19]1)[CH2:22][CH3:23] |f:2.3.4|. Procedure details: A mixture of 3.0 g of 3-chloro-6-[3-(trifluoromethyl)phenyl]pyridazine and 5.0 g of 1-amino-2-pentanol is heated at 130° C. for 18 hours, cooled, diluted with water and extracted with dichloromethane. As for Example 3, the obtained product is reacted with thionyl chloride and the ring is closed with potassium carbonate in ethanol to give 2,3-dihydro-3-propyl-6-[3-(trifluoromethyl)phenyl]imidazo[1,2-b]pyridazine which is dehydrogenated with lead tetraacetate to give the product of the Example. Reactants: C(C1=CC=CC=C1)OCCCCOC=1C=C(CNC2=NC3=C(N2[C@H]2[C@H](O)[C@H](O)[C@H](O2)CO)C=CC=C3)C=CC1 (2-[3-(4-Benzyloxybutyloxy)benzylamino]-1-(β-D-ribofuranosyl)-1H-benzimidazole). Reagents/catalysts: [C].[Pd] (palladium-carbon). The solvent is C(C)O (ethanol). Reaction conditions: temperature 60 celsius, time 24 hour. Yields the product OCCCCOC=1C=C(CNC2=NC3=C(N2[C@H]2[C@H](O)[C@H](O)[C@H](O2)CO)C=CC=C3)C=CC1 (2-[3-(4-Hydroxybutyloxy)benzylamino]-1-(β-D-ribofuranosyl)-1H-benzimidazole). Isolated yield 100.3%. As a reaction SMILES: C([O:8][CH2:9][CH2:10][CH2:11][CH2:12][O:13][C:14]1[CH:15]=[C:16]([CH:37]=[CH:38][CH:39]=1)[CH2:17][NH:18][C:19]1[N:23]([C@@H:24]2[O:30][C@H:29]([CH2:31][OH:32])[C@@H:27]([OH:28])[C@H:25]2[OH:26])[C:22]2[CH:33]=[CH:34][CH:35]=[CH:36][C:21]=2[N:20]=1)C1C=CC=CC=1>C(O)C.[C].[Pd]>[OH:8][CH2:9][CH2:10][CH2:11][CH2:12][O:13][C:14]1[CH:15]=[C:16]([CH:37]=[CH:38][CH:39]=1)[CH2:17][NH:18][C:19]1[N:23]([C@@H:24]2[O:30][C@H:29]([CH2:31][OH:32])[C@@H:27]([OH:28])[C@H:25]2[OH:26])[C:22]2[CH:33]=[CH:34][CH:35]=[CH:36][C:21]=2[N:20]=1 |f:2.3|. Procedure details: 2-[3-(4-Benzyloxybutyloxy)benzylamino]-1-(β-D-ribofuranosyl)-1H-benzimidazole (24 mg) was dissolved in ethanol (2 mL). To the solution was added a catalytic amount of 10% palladium-carbon powder, and the mixture was stirred at 60° C. under a hydrogen atmosphere for 24 hour. The insoluble material was removed by filtration, and the solvent of the filtrate was removed under reduced pressure to give the title compound (20 mg). Starting materials: aqueous solution, [OH-].[Na+] (sodium hydroxide), CC=1C=C(C=2CCN(C(C2C1)=O)C(CCC)CCC)C(=O)OC (methyl 7-methyl-1-oxo-2-(1-propylbutyl)-1,2,3,4-tetrahydroisoquinoline-5-carboxylate). The solvent is O1CCOCC1 (dioxane). The product is CC=1C=C(C=2CCN(C(C2C1)=O)C(CCC)CCC)C(=O)O (7-methyl-1-oxo-2-(1-propylbutyl)-1,2,3,4-tetrahydroisoquinoline-5-carboxylic acid). Yield: 106.2%. As a reaction SMILES: [CH3:1][C:2]1[CH:3]=[C:4]([C:20]([O:22]C)=[O:21])[C:5]2[CH2:6][CH2:7][N:8]([CH:13]([CH2:17][CH2:18][CH3:19])[CH2:14][CH2:15][CH3:16])[C:9](=[O:12])[C:10]=2[CH:11]=1.[OH-].[Na+]>O1CCOCC1>[CH3:1][C:2]1[CH:3]=[C:4]([C:20]([OH:22])=[O:21])[C:5]2[CH2:6][CH2:7][N:8]([CH:13]([CH2:14][CH2:15][CH3:16])[CH2:17][CH2:18][CH3:19])[C:9](=[O:12])[C:10]=2[CH:11]=1 |f:1.2|. Procedure: 33 mg of methyl 7-methyl-1-oxo-2-(1-propylbutyl)-1,2,3,4-tetrahydroisoquinoline-5-carboxylate are dissolved in 1 cm3 of dioxane at a temperature close to 20° C. 0.3 cm3 of a 1N aqueous solution of sodium hydroxide is added, then the reaction mixture is heated at a temperature close to 60° C. for 1 h. The mixture is then concentrated to dryness under reduced pressure (5 kPa), taken up by 10 cm3 of water and 15 cm3 of ethyl ether. The aqueous phase is decanted, washed with 10 cm3 of ethyl ether, a... Reactants: COC(=O)c1ccccc1N, [Li], CN(C)C=O. The product is COC(=O)c1ccccc1. Reaction SMILES: [C:2]([c:3]1[c:4]([NH2:5])[cH:6][cH:7][cH:8][cH:9]1)(=[O:10])[O:11][CH3:12].[Li:1].[O:13]=[CH:14][N:15]([CH3:16])[CH3:17]>>[C:2]([c:3]1[cH:4][cH:6][cH:7][cH:8][cH:9]1)(=[O:10])[O:11][CH3:12]. Starting materials: C(C)(=O)C=1C(=C(C=CC1)NC(=O)C=1C=CC2=C(CC(O2)CCCC2=CC=CC=C2)C1)O (N-(3-acetyl-2-hydroxyphenyl)-2-(3-phenylpropyl)-2,3-dihydrobenzofuran-5-carboxamide), C(C(=O)OCC)(=O)OCC (diethyl oxalate). Product: C1(=CC=CC=C1)CCCC1OC2=C(C1)C=C(C=C2)C(=O)NC2=CC=CC=1C(C=C(OC12)C(=O)OCC)=O (Ethyl 8-[2-(3-phenylpropyl)-2,3-dihydrobenzofuran-5-carboxamido]-4-oxo-4H-1-benzopyran-2-carboxylate), C(C)O (ethanol). The yield is 67.0%. As a reaction SMILES: [C:1]([C:4]1[C:5]([OH:31])=[C:6]([NH:10][C:11]([C:13]2[CH:14]=[CH:15][C:16]3[O:20][CH:19]([CH2:21][CH2:22][CH2:23][C:24]4[CH:29]=[CH:28][CH:27]=[CH:26][CH:25]=4)[CH2:18][C:17]=3[CH:30]=2)=[O:12])[CH:7]=[CH:8][CH:9]=1)(=[O:3])[CH3:2].[C:32](OCC)(=O)[C:33]([O:35][CH2:36][CH3:37])=[O:34]>>[C:24]1([CH2:23][CH2:22][CH2:21][CH:19]2[CH2:18][C:17]3[CH:30]=[C:13]([C:11]([NH:10][C:6]4[C:5]5[O:31][C:32]([C:33]([O:35][CH2:36][CH3:37])=[O:34])=[CH:2][C:1](=[O:3])[C:4]=5[CH:9]=[CH:8][CH:7]=4)=[O:12])[CH:14]=[CH:15][C:16]=3[O:20]2)[CH:25]=[CH:26][CH:27]=[CH:28][CH:29]=1.[CH2:1]([OH:3])[CH3:2]. Procedure: Following the process described in example 1 (point A), starting from N-(3-acetyl-2-hydroxyphenyl)-2-(3-phenylpropyl)-2,3-dihydrobenzofuran-5-carboxamide and diethyl oxalate, the title compound was prepared, which was purified by crystallization in hot ethanol (67% yield). The reactants are C[O-], CN(C)C=O, N#Cc1nccnc1Cl, [Na+], O, COC(=O)CCS. Yields the product COC(=O)CCSc1nccnc1C#N. RXN SMILES: [CH3:17][O-:18].[CH3:21][N:22]([CH3:23])[CH:24]=[O:25].[Cl:1][c:2]1[n:3][cH:4][cH:5][n:6][c:7]1[C:8]#[N:9].[Na+:19].[OH2:20].[SH:10][CH2:11][CH2:12][C:13](=[O:14])[O:15][CH3:16]>>[c:2]1([S:10][CH2:11][CH2:12][C:13](=[O:14])[O:15][CH3:16])[n:3][cH:4][cH:5][n:6][c:7]1[C:8]#[N:9]. The reactants are Cl.Cl.N(=NC(C)(C)C(N)=N)C(C)(C)C(N)=N (2,2'-azobis-(2-amidinopropane) dihydrochloride), methylglycol, C(C(=C)C)(=O)OCCN(C)C (dimethylaminoethyl methacrylate), C(C)(=O)O (acetic acid). Reagents/catalysts: [Cl-].C[N+](CC=C)(CC=C)C (dimethyldiallylammonium chloride). Run at time 2 hour. The product is condensation product, C(CCCCC(=O)O)(=O)O (adipic acid), NCCNCCN (diethylenetriamine). RXN SMILES: [C:1]([O:6][CH2:7][CH2:8][N:9](C)C)(=[O:5])[C:2]([CH3:4])=C.Cl.Cl.[N:14]([C:22]([C:25](=[NH:27])N)(C)C)=N[C:16](C(=N)N)(C)C.[C:28]([OH:31])(=[O:30])[CH3:29]>[Cl-].C[N+](C)(CC=C)CC=C>[C:28]([OH:31])(=[O:30])[CH2:29][CH2:16][CH2:4][CH2:2][C:1]([OH:6])=[O:5].[NH2:9][CH2:8][CH2:7][NH:14][CH2:22][CH2:25][NH2:27] |f:1.2.3,5.6|. Procedure: 122.5 g of methylglycol, 83.3 g of a 60% strength aqueous solution of dimethyldiallylammonium chloride and 50 g of dimethylaminoethyl methacrylate are initially placed in a 700 ml 4-necked flask, equipped with an anchor stirrer, a thermometer, a reflux condenser and a gas inlet tube, and the pH of the mixture is adjusted to a value of 8.5 with 3.8 g of glacial acetic acid. Nitrogen is then passed in, the mixture is heated to an internal temperature of 80° C. and 0.2 g of 2,2'-azobis-(2-amidinopr... Reactants: C1=CC(=O)C=CC1=NNC2=CC(=C(C=C2)/C=C/C3=C(C=C(C=C3)NN=C4C=CC(=O)C=C4)S(=O)(=O)[O-])S(=O)(=O)[O-].[Na+].[Na+] (brilliant yellow), C(C1=CC=C(C(=O)O)C=C1)(=O)O.C(C[*:2])[*:1] (polyethylene terephthalate), COC(=O)C1=C(O)C(C)=CC=C1 (o-cresotic acid methyl ester). Solvent: O (water). The product is polyester, OCC1CCC(CC1)CO (1,4-bis-(hydroxymethyl)-cyclohexane). Reaction SMILES: CO[C:3]([C:5]1[CH:12]=[CH:11][CH:10]=[C:8](C)[C:6]=1O)=[O:4].C1C(=NNC2C=CC(/C=C/C3C=CC(NN=C4C=CC(=O)C=C4)=CC=3S([O-])(=O)=O)=C(S([O-])(=O)=O)C=2)C=C[C:15](=[O:16])C=1.[Na+].[Na+]>O>[OH:16][CH2:15][CH:10]1[CH2:8][CH2:6][CH:5]([CH2:3][OH:4])[CH2:12][CH2:11]1 |f:1.2.3|. Procedure details: 100 g of polyethylene terephthalate fibres in 4 l of water are dyed with 1 g of the dyestuff prepared according to the above example, which has first been brought to a finely divided state in the presence of dispersing agents, the dyeing being carried out in the presence of 15 g of o-cresotic acid methyl ester as the carrier for 2 hours at 100°C and pH 4.5. A brilliant yellow-tinged pink dyeing is obtained, which is distinguished by good built-up and high fastness to washing, thermofixing, rubbi...